Dataset: the Open Reaction Database (ORD), a public repository of structured organic reaction records. Task: describe an organic reaction: reactants, conditions, products, and yield The reactants are O=C([O-])[O-], CCOC(C)=O, CC(C)n1cc(-c2nc(Br)c(N)nc2-c2ccccc2)ccc1=O, [Na+], [Na+], C1COCCO1, O, OB(O)c1ccccc1, c1ccc(P(c2ccccc2)(c2ccccc2)[Pd](P(c2ccccc2)(c2ccccc2)c2ccccc2)(P(c2ccccc2)(c2ccccc2)c2ccccc2)P(c2ccccc2)(c2ccccc2)c2ccccc2)cc1. The product is CC(C)n1cc(-c2nc(-c3ccccc3)c(N)nc2-c2ccccc2)ccc1=O. As a reaction SMILES: [C:34](=[O:35])([O-:36])[O-:37].[CH3:40][CH2:41][O:42][C:43]([CH3:44])=[O:45].[NH2:1][c:2]1[n:3][c:4](-[c:19]2[cH:20][cH:21][cH:22][cH:23][cH:24]2)[c:5](-[c:9]2[cH:10][cH:11][c:12](=[O:18])[n:13]([CH:15]([CH3:16])[CH3:17])[cH:14]2)[n:6][c:7]1[Br:8].[Na+:38].[Na+:39].[O:47]1[CH2:48][CH2:49][O:50][CH2:51][CH2:52]1.[OH2:46].[OH:25][B:26]([OH:27])[c:28]1[cH:29][cH:30][cH:31][cH:32][cH:33]1.[cH:53]1[cH:54][cH:55][c:56]([P:57]([Pd:58]([P:59]([c:60]2[cH:61][cH:62][cH:63][cH:64][cH:65]2)([c:66]2[cH:67][cH:68][cH:69][cH:70][cH:71]2)[c:72]2[cH:73][cH:74][cH:75][cH:76][cH:77]2)([P:78]([c:79]2[cH:80][cH:81][cH:82][cH:83][cH:84]2)([c:85]2[cH:86][cH:87][cH:88][cH:89][cH:90]2)[c:91]2[cH:92][cH:93][cH:94][cH:95][cH:96]2)[P:97]([c:98]2[cH:99][cH:100][cH:101][cH:102][cH:103]2)([c:104]2[cH:105][cH:106][cH:107][cH:108][cH:109]2)[c:110]2[cH:111][cH:112][cH:113][cH:114][cH:115]2)([c:116]2[cH:117][cH:118][cH:119][cH:120][cH:121]2)[c:122]2[cH:123][cH:124][cH:125][cH:126][cH:127]2)[cH:128][cH:129]1>>[NH2:1][c:2]1[n:3][c:4](-[c:19]2[cH:20][cH:21][cH:22][cH:23][cH:24]2)[c:5](-[c:9]2[cH:10][cH:11][c:12](=[O:18])[n:13]([CH:15]([CH3:16])[CH3:17])[cH:14]2)[n:6][c:7]1-[c:28]1[cH:29][cH:30][cH:31][cH:32][cH:33]1.